From a dataset of the Open Reaction Database (ORD), a public repository of structured organic reaction records. describe an organic reaction: reactants, conditions, products, and yield Reactants: C1(CCCC1)[Mg]Br (cyclopentylmagnesium bromide), N1=C(C=CC=C1)SC(CCC#C)=O (pent-4-ynethioic acid S-pyridin-2-yl ester), Cl (HCl). The solvent is C1CCOC1 (THF). Conditions: temperature -78 celsius, time 15 minute. The product is C1(CCCC1)C(CCC#C)=O (1-cyclopentyl-pent-4-yn-1-one). The yield is 99.1%. RXN SMILES: N1C=CC=CC=1S[C:8](=[O:13])[CH2:9][CH2:10][C:11]#[CH:12].[CH:14]1([Mg]Br)[CH2:18][CH2:17][CH2:16][CH2:15]1.Cl>C1COCC1>[CH:14]1([C:8](=[O:13])[CH2:9][CH2:10][C:11]#[CH:12])[CH2:18][CH2:17][CH2:16][CH2:15]1. Reported procedure: To a solution of pent-4-ynethioic acid S-pyridin-2-yl ester (17.9 g, 94 mmol), dissolved in THF (900 mL) cooled to −78° C. was added cyclopentylmagnesium bromide (2.0 M, 94 mL, 188.5 mmol). The reaction was stirred for 15 minutes, and then warmed to −50° C. The reaction was poured into 500 mL 1 N HCl and the layers were separated. The aqueous layer was extracted with 2×200 mL diethyl ether and the organic layers were combined. The organics were then washed with 300 mL of 1 N NaOH. The organic la... The reactants are FC(C(=O)OC(C(F)(F)F)=O)(F)F (Trifluoroacetic anhydride), N1=CC=CC=C1 (pyridine), ClC=1C2=C(SC1C(=O)N)C=CC=C2 (3-chlorobenzo[b]thiophene-2-carboxamide). Solvent: C(Cl)Cl (methylene chloride), O (water). Product: ClC=1C2=C(SC1C#N)C=CC=C2 (3-Chlorobenzo[b]Thiophene-2-Carbonitrile). Isolated yield 96.3%. Reaction SMILES: FC(F)(F)C(OC(=O)C(F)(F)F)=O.N1C=CC=CC=1.[Cl:20][C:21]1[C:22]2[CH:32]=[CH:31][CH:30]=[CH:29][C:23]=2[S:24][C:25]=1[C:26]([NH2:28])=O>C(Cl)Cl.O>[Cl:20][C:21]1[C:22]2[CH:32]=[CH:31][CH:30]=[CH:29][C:23]=2[S:24][C:25]=1[C:26]#[N:28]. Reported procedure: Trifluoroacetic anhydride (11.90 g, 56.6 mmol) is added dropwise to a mixture of pyridine (5.23 g, 66.1 mmol) and 3-chlorobenzo[b]thiophene-2-carboxamide (10.00 g, 47.2 mmol) in methylene chloride at 0° C. The reaction mixture is warmed to room temperature over one hour, diluted with water and extracted with ether. The combined organic extracts are washed sequentially with water, one molar hydrochloric acid and brine, dried over MgSO4 and concentrated in vacuo to obtain a yellow solid. The solid... Starting materials: FC1=CC(=C(C=C1)N1CCC(CC1)C(=O)O)[N+](=O)[O-] (1-(4-fluoro-2-nitrophenyl)piperidine-4-carboxylic acid), [Sn](Cl)Cl (tin(II) chloride), O (water). The solvent is C(C)(=O)OCC (ethyl acetate). Reaction conditions: time 2 hour. Yields the product Cl.NC1=C(C=CC(=C1)F)N1CCC(CC1)C(=O)O (1-(2-amino-4-fluorophenyl)piperidine-4-carboxylic acid hydrochloride). As a reaction SMILES: [F:1][C:2]1[CH:7]=[CH:6][C:5]([N:8]2[CH2:13][CH2:12][CH:11]([C:14]([OH:16])=[O:15])[CH2:10][CH2:9]2)=[C:4]([N+:17]([O-])=O)[CH:3]=1.[Sn](Cl)[Cl:21].O>C(OCC)(=O)C>[ClH:21].[NH2:17][C:4]1[CH:3]=[C:2]([F:1])[CH:7]=[CH:6][C:5]=1[N:8]1[CH2:9][CH2:10][CH:11]([C:14]([OH:16])=[O:15])[CH2:12][CH2:13]1 |f:4.5|. Reported procedure: The solution of 804 mg of 1-(4-fluoro-2-nitrophenyl)piperidine-4-carboxylic acid in 40 ml of ethyl acetate was admixed with 3.8 g of tin(II) chloride and stirred at RT for 2 hours. 50 ml of water were then added and the mixture was filtered through a clarifying layer. The ethyl acetate phase was removed, dried over sodium sulfate and concentrated by rotary evaporator, leaving a semisolid residue which was subjected directly to further reaction. The reactants are [N+](=O)([O-])C1=CC=C(C#N)C=C1 (4-nitrobenzonitrile), Cl.NO (hydroxylamine hydrochloride), C(C)(=O)OCC (Ethyl acetate), C([O-])([O-])=O.[Na+].[Na+] (sodium carbonate). Run in C(C)O (ethanol), O (water), CCCCCC (Hexane). Run at temperature 85 celsius. Product: ONC(C1=CC=C(C=C1)[N+](=O)[O-])=N (N-hydroxy-4-nitro-benzamidine). Yield: 97.4%. Reaction SMILES: [N+:1]([C:4]1[CH:11]=[CH:10][C:7]([C:8]#[N:9])=[CH:6][CH:5]=1)([O-:3])=[O:2].Cl.[NH2:13][OH:14].C(=O)([O-])[O-].[Na+].[Na+].C(OCC)(=O)C>C(O)C.O.CCCCCC>[OH:14][NH:13][C:8](=[NH:9])[C:7]1[CH:6]=[CH:5][C:4]([N+:1]([O-:3])=[O:2])=[CH:11][CH:10]=1 |f:1.2,3.4.5|. Procedure: To a stirred solution of 4-nitrobenzonitrile (1 g, 0.0068 mol) in ethanol (20 mL) and water (8 mL) was added hydroxylamine hydrochloride (1.9 g, 0.0272 mol) followed by sodium carbonate (2.2 g, 0.0204 mol). The resulting mixture was heated to reflux at 85° C. under an atmosphere of nitrogen for 2 hours The reaction was monitored by TLC (50% Ethyl acetate in Hexane). The volatiles were evaporated and the residue was extracted with ethyl acetate. The ethyl acetate was washed with brine solution, d... Yields the product FC1=C(C=C(C(=C1)C=1C(=NC(=CC1C)C)OC)F)C1=C(C=NN1[C@@H]1COCC1)C(=O)O (5-(2,5-difluoro-4-(2-methoxy-4,6-dimethylpyridin-3-yl)phenyl)-1-[(S)-tetrahydrofuran-3-yl]-1H-pyrazole-4-carboxylic acid). As a reaction SMILES: [OH-].[Na+].[F:3][C:4]1[CH:9]=[C:8]([C:10]2[C:11]([O:18][CH3:19])=[N:12][C:13]([CH3:17])=[CH:14][C:15]=2[CH3:16])[C:7]([F:20])=[CH:6][C:5]=1[C:21]1[N:25]([C@H:26]2[CH2:30][CH2:29][O:28][CH2:27]2)[N:24]=[CH:23][C:22]=1[C:31]([O:33]CC)=[O:32].Cl.[Cl-].[NH4+]>C(O)C.[Cl-].[Na+].O.C(Cl)(Cl)Cl>[F:3][C:4]1[CH:9]=[C:8]([C:10]2[C:11]([O:18][CH3:19])=[N:12][C:13]([CH3:17])=[CH:14][C:15]=2[CH3:16])[C:7]([F:20])=[CH:6][C:5]=1[C:21]1[N:25]([C@H:26]2[CH2:30][CH2:29][O:28][CH2:27]2)[N:24]=[CH:23][C:22]=1[C:31]([OH:33])=[O:32] |f:0.1,4.5,7.8.9|. The yield is 122.6%. Procedure: A 5 N aqueous sodium hydroxide solution (0.8 mL) was added to a solution of ethyl 5-(2,5-difluoro-4-(2-methoxy-4,6-dimethylpyridin-3-yl)phenyl)-1-[(S)-tetrahydrofuran-3-yl]-1H-pyrazole-4-carboxylate (397 mg) in ethanol (5 mL), and the reaction mixture was stirred at 70° C. for 1 hour. After cooling the reaction mixture to room temperature, chloroform and brine were added, and the mixture was adjusted to pH 6 with 5 N hydrochloric acid and a saturated aqueous ammonium chloride solution. The organ... Run at temperature 70 celsius, time 1 hour. The reactants are [Cl-].[NH4+] (ammonium chloride), [OH-].[Na+] (sodium hydroxide), FC1=C(C=C(C(=C1)C=1C(=NC(=CC1C)C)OC)F)C1=C(C=NN1[C@@H]1COCC1)C(=O)OCC (ethyl 5-(2,5-difluoro-4-(2-methoxy-4,6-dimethylpyridin-3-yl)phenyl)-1-[(S)-tetrahydrofuran-3-yl]-1H-pyrazole-4-carboxylate), Cl (hydrochloric acid). Run in [Cl-].[Na+].O (brine), C(Cl)(Cl)Cl (chloroform), C(C)O (ethanol). Starting materials: COC=1C=C(N)C=C(C1OC)OC (3,4,5-trimethoxyaniline), COC1=CC=C(C=C1)S(=O)(=O)Cl (4-methoxybenzenesulfonyl chloride). The solvent is N1=CC=CC=C1 (pyridine), C1CCOC1 (THF). Run at time 18 hour. Product: COC1=CC=C(C=C1)S(=O)(=O)NC1=CC(=C(C(=C1)OC)OC)OC (4-methoxy-N-(3,4,5-trimethoxyphenyl)benzenesulfonamide). Yield: 82.9%. RXN SMILES: [CH3:1][O:2][C:3]1[CH:4]=[C:5]([CH:7]=[C:8]([O:12][CH3:13])[C:9]=1[O:10][CH3:11])[NH2:6].[CH3:14][O:15][C:16]1[CH:21]=[CH:20][C:19]([S:22](Cl)(=[O:24])=[O:23])=[CH:18][CH:17]=1>N1C=CC=CC=1.C1COCC1>[CH3:14][O:15][C:16]1[CH:17]=[CH:18][C:19]([S:22]([NH:6][C:5]2[CH:7]=[C:8]([O:12][CH3:13])[C:9]([O:10][CH3:11])=[C:3]([O:2][CH3:1])[CH:4]=2)(=[O:24])=[O:23])=[CH:20][CH:21]=1. Reported procedure: A solution of 3,4,5-trimethoxyaniline (500 mg, 2.8 mmol) in pyridine (5 mL) was treated with 4-methoxybenzenesulfonyl chloride (564 mg, 2.8 mmol) in THF (5 mL), stirred at room temperature for 18 hours, concentrated, redissolved in THF (1 mL), treated with water with stirring, and filtered to provide 820 mg of the desired product.